This data is from the Open Reaction Database (ORD), a public repository of structured organic reaction records. The task is: describe an organic reaction: reactants, conditions, products, and yield Starting materials: COC1=C(C(=C(C(=C1OC)OC)OC)C)CC=O (2-(2,3,4,5-tetramethoxy-6-methylphenyl)acetaldehyde), saturated aqueous solution, [Cl-].[Na+] (sodium chloride), [BH4-].[Na+] (sodium borohydride). The solvent is C(C)O (ethanol). Yields the product COC1=C(C(=C(C(=C1OC)OC)OC)C)CCO (2-(2,3,4,5-Tetramethoxy-6-methylphenyl)ethanol). The yield is 97.2%. As a reaction SMILES: [CH3:1][O:2][C:3]1[C:8]([O:9][CH3:10])=[C:7]([O:11][CH3:12])[C:6]([O:13][CH3:14])=[C:5]([CH3:15])[C:4]=1[CH2:16][CH:17]=[O:18].[BH4-].[Na+].[Cl-].[Na+]>C(O)C>[CH3:1][O:2][C:3]1[C:8]([O:9][CH3:10])=[C:7]([O:11][CH3:12])[C:6]([O:13][CH3:14])=[C:5]([CH3:15])[C:4]=1[CH2:16][CH2:17][OH:18] |f:1.2,3.4|. Procedure details: 5.38 g of 2-(2,3,4,5-tetramethoxy-6-methylphenyl)acetaldehyde [prepared as described in step (b)-above] were dissolved in 60 ml of ethanol and reduced using 400 mg of sodium borohydride at 0° C. 150 ml of a saturated aqueous solution of sodium chloride were then added to the reaction mixture, and the mixture was extracted with ethyl acetate. The extract was dried over anhydrous magnesium sulfate and concentrated to dryness by evaporation under reduced pressure, to give a crude product. This crud... The reactants are ClC1C=CCC1 (3-chlorocyclopentene), [Mg] (magnesium), turnings, [Cl-].[NH4+] (ammonium chloride), ClCCCCC(CC)OC (1-chloro-5-methoxyheptane), oil. The solvent is O1CCCC1 (Tetrahydrofuran). Reaction conditions: temperature -25 celsius. The product is COC(CCCCC1C=CCC1)CC (3-(5-methoxyheptyl)cyclopentene). The yield is 89.7%. Reaction SMILES: [Mg].Cl[CH2:3][CH2:4][CH2:5][CH2:6][CH:7]([O:10][CH3:11])[CH2:8][CH3:9].Cl[CH:13]1[CH2:17][CH2:16][CH:15]=[CH:14]1.[Cl-].[NH4+]>O1CCCC1>[CH3:11][O:10][CH:7]([CH2:8][CH3:9])[CH2:6][CH2:5][CH2:4][CH2:3][CH:17]1[CH2:16][CH2:15][CH:14]=[CH:13]1 |f:3.4|. Procedure details: A three-neck, round-bottomed flask containing magnesium metal turnings (7.2 g, 0.299 moles), is equipped with a Friedrich condenser and kept under a nitrogen atmosphere. Tetrahydrofuran (300 ml) is added and the contents are allowed to stir. A solution of 1-chloro-5-methoxyheptane (48.1 g, 0.292 moles) is added in small portions and refluxed. The mixture is allowed to stir for 3 hours. The resultant dark yellow solution is cooled to -25° C., and the condenser is removed and replaced with a dry i... Starting materials: CCOC1Cc2ccccc2C1Nc1nc(CC)c(-c2ccc(Cl)cc2Cl)nc1CC, CCCI. Yields the product CCCOC1Cc2ccccc2C1Nc1nc(CC)c(-c2ccc(Cl)cc2Cl)nc1CC. RXN SMILES: [Cl:1][c:2]1[c:3](-[c:9]2[n:10][c:11]([CH2:30][CH3:31])[c:12]([NH:17][CH:18]3[CH:19]([O:27][CH2:28][CH3:29])[CH2:20][c:21]4[cH:22][cH:23][cH:24][cH:25][c:26]43)[n:13][c:14]2[CH2:15][CH3:16])[cH:4][cH:5][c:6]([Cl:8])[cH:7]1.[I:32][CH2:33][CH2:34][CH3:35]>>[Cl:1][c:2]1[c:3](-[c:9]2[n:10][c:11]([CH2:30][CH3:31])[c:12]([NH:17][CH:18]3[CH:19]([O:27][CH2:28][CH2:29][CH3:33])[CH2:20][c:21]4[cH:22][cH:23][cH:24][cH:25][c:26]43)[n:13][c:14]2[CH2:15][CH3:16])[cH:4][cH:5][c:6]([Cl:8])[cH:7]1. Reactants: CCOC(=O)C (EtOAc), CC(=O)C (acetone), CC(C)(C)[Si](OC[C@H]1C(C[C@@H]1CO[Si](C)(C)C(C)(C)C)=O)(C)C ([2S,3S]-2,3-bis(((1,1-dimethylethyl)dimethylsilyl) oxymethyl)cyclobutanone), product, Cl.O(C)N (methoxylamine hydrochloride). The solvent is CCCCCC (hexane), N1=CC=CC=C1 (pyridine). Reaction conditions: time 1 hour. Product: CON=C1[C@@H]([C@H](C1)CO[Si](C)(C)C(C)(C)C)CO[Si](C)(C)C(C)(C)C ([2R,3S]-2,3-bis(((1,1-Dimethylethyl)dimethylsilyl) oxymethyl)-cyclobutanone O-methyl oxime). Isolated yield 94.5%. Reaction SMILES: [CH3:1][C:2]([Si:5]([CH3:23])([CH3:22])[O:6][CH2:7][C@@H:8]1[C@@H:11]([CH2:12][O:13][Si:14]([C:17]([CH3:20])([CH3:19])[CH3:18])([CH3:16])[CH3:15])[CH2:10][C:9]1=O)([CH3:4])[CH3:3].Cl.[O:25]([NH2:27])[CH3:26].CC(C)=O.CCOC(C)=O>N1C=CC=CC=1.CCCCCC>[CH3:26][O:25][N:27]=[C:9]1[CH2:10][C@H:11]([CH2:12][O:13][Si:14]([C:17]([CH3:18])([CH3:20])[CH3:19])([CH3:16])[CH3:15])[C@H:8]1[CH2:7][O:6][Si:5]([C:2]([CH3:3])([CH3:4])[CH3:1])([CH3:23])[CH3:22] |f:1.2|. Reported procedure: A solution of 415.3 g (1.16 mol) of [2S,3S]-2,3-bis(((1,1-dimethylethyl)dimethylsilyl) oxymethyl)cyclobutanone, the product of Step 1D, in 540 mL of pyridine is added to 117 g (1.2 equivalents) of methoxylamine hydrochloride. The reaction mixture was stirred mechanically for 1 hour at ambient temperature and checked by TLC on silica gel eluting with 4% acetone in hexane. The reaction mixture was stirred until the starting material was consumed according to TLC analysis, and then it was concentra... Reactants: C1CCOC1, C[O-], COc1ccc(N2CCOCC2)c2sc(NC(=O)c3ccc(CCl)cc3)nc12, [Na+]. The product is COCc1ccc(C(=O)Nc2nc3c(OC)ccc(N4CCOCC4)c3s2)cc1. Reaction SMILES: [CH2:32]1[O:33][CH2:34][CH2:35][CH2:36]1.[CH3:29][O-:30].[Cl:1][CH2:2][c:3]1[cH:4][cH:5][c:6]([C:7](=[O:8])[NH:9][c:10]2[s:11][c:12]3[c:13]([n:14]2)[c:15]([O:25][CH3:26])[cH:16][cH:17][c:18]3[N:19]2[CH2:20][CH2:21][O:22][CH2:23][CH2:24]2)[cH:27][cH:28]1.[Na+:31]>>[CH2:2]([c:3]1[cH:4][cH:5][c:6]([C:7](=[O:8])[NH:9][c:10]2[s:11][c:12]3[c:13]([n:14]2)[c:15]([O:25][CH3:26])[cH:16][cH:17][c:18]3[N:19]2[CH2:20][CH2:21][O:22][CH2:23][CH2:24]2)[cH:27][cH:28]1)[O:30][CH3:29]. Reactants: BrC=1C=C(C(=C(C1)F)C)F (5-bromo-1,3-difluoro-2-methyl-benzene), C(C=C)(=O)OCCCC (butyl acrylate), C1CN2CCN1CC2 (DABCO), C([O-])([O-])=O.[K+].[K+] (potassium carbonate). The reagents and catalysts are C(C)(=O)[O-].[Pd+2].C(C)(=O)[O-] (palladium acetate). Run in CN(C)C=O (DMF), CCOCC (ether). Conditions: temperature 120 celsius. Product: C(CCC)OC(C=CC1=CC(=C(C(=C1)F)C)F)=O (3-(3,5-difluoro-4-methyl-phenyl)-acrylic acid butyl ester). RXN SMILES: Br[C:2]1[CH:3]=[C:4]([F:10])[C:5]([CH3:9])=[C:6]([F:8])[CH:7]=1.[C:11]([O:15][CH2:16][CH2:17][CH2:18][CH3:19])(=[O:14])[CH:12]=[CH2:13].C1N2CCN(CC2)C1.C(=O)([O-])[O-].[K+].[K+]>CN(C=O)C.C([O-])(=O)C.[Pd+2].C([O-])(=O)C.CCOCC>[CH2:16]([O:15][C:11](=[O:14])[CH:12]=[CH:13][C:2]1[CH:3]=[C:4]([F:10])[C:5]([CH3:9])=[C:6]([F:8])[CH:7]=1)[CH2:17][CH2:18][CH3:19] |f:3.4.5,7.8.9|. Procedure details: To a solution of 5-bromo-1,3-difluoro-2-methyl-benzene (6.910 g; 33.379 mmol) in anhydrous DMF (200 ml) were added successively butyl acrylate (7.15 ml; 50.062 mmol), DABCO (157 mg; 1.333 mmol), potassium carbonate (4.612 g; 33.379 mmol), and palladium acetate (150 mg; 0.669 mmol). The resulting brown suspension was heated to 120° C. for 1 h. The reaction mixture was allowed to cool to rt before ether (400 ml) was added. This mixture was then washed with water (2×200 ml), and the mixed aq. layer... Starting materials: NCCCCCCCCCC=C (11-aminoundec-1-ene), C(=O)OCC (ethyl formate). Conditions: time 3 hour. Yields the product C(=O)NCCCCCCCCCC=C (N-formyl-11-aminoundec-1-ene). RXN SMILES: [NH2:1][CH2:2][CH2:3][CH2:4][CH2:5][CH2:6][CH2:7][CH2:8][CH2:9][CH2:10][CH:11]=[CH2:12].[CH:13](OCC)=[O:14]>>[CH:13]([NH:1][CH2:2][CH2:3][CH2:4][CH2:5][CH2:6][CH2:7][CH2:8][CH2:9][CH2:10][CH:11]=[CH2:12])=[O:14]. Procedure details: Commercially available 11-aminoundec-1-ene (1 g) is dissolved in ethyl formate (1.5 ml). The reaction mixture is kept at 50° C. for 3 h. Then, evaporation of the liquid phase under vacuum furnished almost quantitatively N-formyl-11-aminoundec-1-ene (1.18 g). To a stirred solution of the latter (0.5 g) in chloroform (1 ml) and pyridine (0.2 ml) is added dropwise a solution of dibromide in chloroform (2M, 1.4 ml). During addition the temperature of the mixture is maintained at 0° C. The solution i...